Dataset: the Open Reaction Database (ORD), a public repository of structured organic reaction records. Task: describe an organic reaction: reactants, conditions, products, and yield Starting materials: ClC=1C=C(C=2C(=C(ON2)C2=CC=C(C=C2)Cl)C1)C (5-chloro-3-(4-chlorophenyl)-7-methyl-2,1-benzisoxazole), BrN1C(CCC1=O)=O (N-bromosuccinimide). Reagents/catalysts: C(C1=CC=CC=C1)(=O)OOC(C1=CC=CC=C1)=O (dibenzoylperoxide). Solvent: C(Cl)(Cl)(Cl)Cl (carbon tetrachloride). The product is BrCC1=CC(=CC2=C(ON=C21)C2=CC=C(C=C2)Cl)Cl (7-(Bromomethyl)-5-chloro-3-(4-chlorophenyl)-2,1-benzisoxazole). Isolated yield 81.5%. Reaction SMILES: [Cl:1][C:2]1[CH:3]=[C:4]([CH3:18])[C:5]2[C:6]([CH:17]=1)=[C:7]([C:10]1[CH:15]=[CH:14][C:13]([Cl:16])=[CH:12][CH:11]=1)[O:8][N:9]=2.[Br:19]N1C(=O)CCC1=O>C(OOC(=O)C1C=CC=CC=1)(=O)C1C=CC=CC=1.C(Cl)(Cl)(Cl)Cl>[Br:19][CH2:18][C:4]1[C:5]2[C:6](=[C:7]([C:10]3[CH:11]=[CH:12][C:13]([Cl:16])=[CH:14][CH:15]=3)[O:8][N:9]=2)[CH:17]=[C:2]([Cl:1])[CH:3]=1. Procedure details: A mixture of 12.2 g (0.044 mole) of 5-chloro-3-(4-chlorophenyl)-7-methyl-2,1-benzisoxazole, 8.0 g (0.045 mole) of N-bromosuccinimide, 0.1 g of dibenzoylperoxide and 500 ml of carbon tetrachloride was heated at reflux under white light illumination for 2 hr. The hot mixture was filtered and the filtrate was washed once with sodium bicarbonate solution, dried (sodium sulfate) and concentrated to give a solid as residue. The solid was recrystallized from acetonitrile to give 12.8 g (81%) of crude p... The reactants are CC(=O)O, CC(=O)O, CC1(C)CCCC(C)(C)N1O, ClCCl, Ic1ccccc1, [Na+], [Na+], O=S([O-])([O-])=S, CCOC(=O)CCCCCO. Yields the product CCOC(=O)CCCCC=O. Reaction SMILES: [C:23]([OH:24])(=[O:25])[CH3:26].[C:27]([OH:28])(=[O:29])[CH3:30].[CH3:12][C:13]1([CH3:22])[N:14]([O:15])[C:16]([CH3:17])([CH3:18])[CH2:19][CH2:20][CH2:21]1.[Cl:45][CH2:46][Cl:47].[I:31][c:32]1[cH:33][cH:34][cH:35][cH:36][cH:37]1.[Na+:38].[Na+:39].[O-:40][S:41]([O-:42])(=[S:43])=[O:44].[OH:1][CH2:2][CH2:3][CH2:4][CH2:5][CH2:6][C:7](=[O:8])[O:9][CH2:10][CH3:11]>>[O:1]=[CH:2][CH2:3][CH2:4][CH2:5][CH2:6][C:7](=[O:8])[O:9][CH2:10][CH3:11]. The reactants are C(C)OC1=C(C=C2C=3CCCCC3NC2=C1)C(=O)O (7-ethoxytetrahydrocarbazole-6-carboxylic acid), C1(=CC=CC=C1)C (toluene), C1(=C(C(=O)C(=C(C1=O)Cl)Cl)Cl)Cl (chloranil). Yields the product C(C)N1C2=CC=C(C(=C2C=2C=CC=CC12)OCC)C(=O)O (9-ethyl-5-ethoxycarbazole-6-carboxylic acid). Reaction SMILES: C(O[C:4]1[CH:16]=[C:15]2[C:7]([C:8]3[CH2:9][CH2:10][CH2:11][CH2:12][C:13]=3[NH:14]2)=[CH:6][C:5]=1[C:17]([OH:19])=[O:18])C.C1(Cl)C(=O)C(Cl)=C(Cl)[C:22](=[O:23])[C:21]=1Cl.[C:32]1(C)C=CC=C[CH:33]=1>>[CH2:32]([N:14]1[C:13]2[CH:12]=[CH:11][CH:10]=[CH:9][C:8]=2[C:7]2[C:15]1=[CH:16][CH:4]=[C:5]([C:17]([OH:19])=[O:18])[C:6]=2[O:23][CH2:22][CH3:21])[CH3:33]. Reported procedure: The 7-ethoxytetrahydrocarbazole-6-carboxylic acid obtained in Example 37 was dissolved in 8 mL of toluene, and the solution was added with 2.14 g of chloranil and refluxed for 2 hours and 30 minutes. The reaction mixture was filtered, and the filtrate was concentrated under reduced pressure and purified by silica gel column chromatography (ethyl acetate) to obtain 336 mg of 9-ethyl-5-ethoxycarbazole-6-carboxylic acid. Compound 1-38 was obtained in the same manner as in Example 36 except that the...